This data is from the Open Reaction Database (ORD), a public repository of structured organic reaction records. The task is: describe an organic reaction: reactants, conditions, products, and yield Reaction conditions: time 30 minute. Procedure: To a stirred solution of (20S)-21-hydroxy-20-methylpregn-4-en-3-one acetate (10.2 g, 27.38 mmol) in pyridine (100 mL) cooled to 15° C. there was added sulfuryl chloride (4.4 mL, 54.76 mmol) dropwise. After 30 minutes, the reaction mixture was poured into 1N hydrochloric acid and extracted with ether. The combined organic extracts were successively washed with 1N hydrochloric acid, water, saturated aqueous sodium bicarbonate and brine. The solution was then dried over magnesium sulfate and concen... Product: C(C)(=O)O.ClC1=C2CC[C@H]3[C@@H]4CC[C@H]([C@@H](CO)C)[C@]4(CC[C@@H]3[C@]2(CCC1=O)C)C ((20S)-4-chloro-21-hydroxy-20-methylpregn-4-en-3 -one acetate). Isolated yield 73.0%. RXN SMILES: [C:1]([OH:4])(=[O:3])[CH3:2].[OH:5][CH2:6][C@@H:7]([CH3:28])[C@@H:8]1[C@:25]2([CH3:26])[C@H:11]([C@H:12]3[C@H:22]([CH2:23][CH2:24]2)[C@:20]2([CH3:21])[C:15](=[CH:16][C:17](=[O:27])[CH2:18][CH2:19]2)[CH2:14][CH2:13]3)[CH2:10][CH2:9]1.S(Cl)([Cl:32])(=O)=O.Cl>N1C=CC=CC=1>[C:1]([OH:4])(=[O:3])[CH3:2].[Cl:32][C:16]1[C:17](=[O:27])[CH2:18][CH2:19][C@@:20]2([CH3:21])[C:15]=1[CH2:14][CH2:13][C@@H:12]1[C@@H:22]2[CH2:23][CH2:24][C@@:25]2([CH3:26])[C@H:11]1[CH2:10][CH2:9][C@@H:8]2[C@H:7]([CH3:28])[CH2:6][OH:5] |f:0.1,5.6|. Solvent: N1=CC=CC=C1 (pyridine). Reactants: S(=O)(=O)(Cl)Cl (sulfuryl chloride), C(C)(=O)O.OC[C@H]([C@H]1CC[C@H]2[C@@H]3CCC4=CC(CC[C@]4(C)[C@H]3CC[C@]12C)=O)C ((20S)-21-hydroxy-20-methylpregn-4-en-3-one acetate), Cl (hydrochloric acid). Starting materials: CC(=O)OC(C)=O, O=CO, CNc1cc(Cl)ccc1C(C)=O, [Na+], [OH-], O. Yields the product CC(=O)c1ccc(Cl)cc1N(C)C=O. As a reaction SMILES: [CH3:1][C:2]([O:3][C:4](=[O:5])[CH3:6])=[O:7].[CH:8](=[O:9])[OH:10].[Cl:11][c:12]1[cH:13][c:14]([NH:21][CH3:22])[c:15]([C:18]([CH3:19])=[O:20])[cH:16][cH:17]1.[Na+:24].[OH-:23].[OH2:25]>>[CH:8](=[O:10])[N:21]([c:14]1[cH:13][c:12]([Cl:11])[cH:17][cH:16][c:15]1[C:18]([CH3:19])=[O:20])[CH3:22].